Dataset: the Open Reaction Database (ORD), a public repository of structured organic reaction records. Task: describe an organic reaction: reactants, conditions, products, and yield The reactants are Cc1ccccc1, C[Si](C)(C)CCOCn1nc(I)c2cc(C3OCCO3)ccc21, OCCn1cccn1. As a reaction SMILES: [CH3:32][c:33]1[cH:34][cH:35][cH:36][cH:37][cH:38]1.[O:1]1[CH:2]([c:6]2[cH:7][c:8]3[c:9]([I:23])[n:10][n:11]([CH2:15][O:16][CH2:17][CH2:18][Si:19]([CH3:20])([CH3:21])[CH3:22])[c:12]3[cH:13][cH:14]2)[O:3][CH2:4][CH2:5]1.[n:24]1([CH2:29][CH2:30][OH:31])[n:25][cH:26][cH:27][cH:28]1>>[O:1]1[CH:2]([c:6]2[cH:7][c:8]3[c:9]([O:31][CH2:30][CH2:29][n:24]4[n:25][cH:26][cH:27][cH:28]4)[n:10][n:11]([CH2:15][O:16][CH2:17][CH2:18][Si:19]([CH3:20])([CH3:21])[CH3:22])[c:12]3[cH:13][cH:14]2)[O:3][CH2:4][CH2:5]1. The product is C[Si](C)(C)CCOCn1nc(OCCn2cccn2)c2cc(C3OCCO3)ccc21. The reactants are COC(=O)c1ccc(CBr)cc1, O=C([O-])[O-], CC(C)=O, Cc1cc(OCc2c(-c3c(Cl)cccc3Cl)noc2C(C)C)ccc1O, [K+], [K+]. Yields the product COC(=O)c1ccc(COc2ccc(OCc3c(-c4c(Cl)cccc4Cl)noc3C(C)C)cc2C)cc1. RXN SMILES: [Br:27][CH2:28][c:29]1[cH:30][cH:31][c:32]([C:33](=[O:34])[O:35][CH3:36])[cH:37][cH:38]1.[C:39](=[O:40])([O-:41])[O-:42].[CH3:45][C:46](=[O:47])[CH3:48].[Cl:1][c:2]1[c:3](-[c:9]2[n:10][o:11][c:12]([CH:24]([CH3:25])[CH3:26])[c:13]2[CH2:14][O:15][c:16]2[cH:17][c:18]([CH3:23])[c:19]([OH:22])[cH:20][cH:21]2)[c:4]([Cl:8])[cH:5][cH:6][cH:7]1.[K+:43].[K+:44]>>[Cl:1][c:2]1[c:3](-[c:9]2[n:10][o:11][c:12]([CH:24]([CH3:25])[CH3:26])[c:13]2[CH2:14][O:15][c:16]2[cH:17][c:18]([CH3:23])[c:19]([O:22][CH2:28][c:29]3[cH:30][cH:31][c:32]([C:33](=[O:34])[O:35][CH3:36])[cH:37][cH:38]3)[cH:20][cH:21]2)[c:4]([Cl:8])[cH:5][cH:6][cH:7]1. Starting materials: N1=C(C=CC=C1C)C (2,6-Lutidine), C(C1=CC=CC=C1)OC=1C=CC(=C2C=CC(NC12)=O)[C@H](CBr)O ((R)-8-(benzyloxy)-5-(2-bromo-1-hydroxyethyl)quinolin-2(1H)-one), FC(S(=O)(=O)O[Si](C)(C)C(C)(C)C)(F)F (tert-butyldimethylsilyl trifluoromethanesulfonate). Run in C(Cl)Cl (DCM). Run at time 5 minute. Product: C(C1=CC=CC=C1)OC=1C=CC(=C2C=CC(NC12)=O)[C@H](CBr)O[Si](C)(C)C(C)(C)C ((R)-8-(Benzyloxy)-5-(2-bromo-1-(tert-butyldimethylsilyloxy)-ethyl)quinolin-2(1H)-one). The yield is 85.7%. RXN SMILES: N1C(C)=CC=CC=1C.[CH2:9]([O:16][C:17]1[CH:18]=[CH:19][C:20]([C@@H:28]([OH:31])[CH2:29][Br:30])=[C:21]2[C:26]=1[NH:25][C:24](=[O:27])[CH:23]=[CH:22]2)[C:10]1[CH:15]=[CH:14][CH:13]=[CH:12][CH:11]=1.FC(F)(F)S(O[Si:38]([C:41]([CH3:44])([CH3:43])[CH3:42])([CH3:40])[CH3:39])(=O)=O>C(Cl)Cl>[CH2:9]([O:16][C:17]1[CH:18]=[CH:19][C:20]([C@@H:28]([O:31][Si:38]([C:41]([CH3:44])([CH3:43])[CH3:42])([CH3:40])[CH3:39])[CH2:29][Br:30])=[C:21]2[C:26]=1[NH:25][C:24](=[O:27])[CH:23]=[CH:22]2)[C:10]1[CH:11]=[CH:12][CH:13]=[CH:14][CH:15]=1. Procedure details: 2,6-Lutidine (6.9 mL, 59.5 mmol) was added to a solution of (R)-8-(benzyloxy)-5-(2-bromo-1-hydroxyethyl)quinolin-2(1H)-one (10.1 g, 27.0 mmol) in DCM (100 mL) at 0° C. The reaction mixture was stirred for 5 minutes and then tert-butyldimethylsilyl trifluoromethanesulfonate (13.0 mL, 56.8 mmol) was added dropwise over 15 minutes. The mixture was stirred at 0° C. for 30 minutes, followed by RT overnight. After this time the reaction was quenched with saturated aqueous sodium bicarbonate solution a... Starting materials: CCOC(C)=O, CC(C)(C)Oc1nccnc1CN1CCC(C(=O)Cc2ccccc2C(F)(F)F)CC1, ClCCl, Cl, [Na+], [OH-]. Yields the product O=C(Cc1ccccc1C(F)(F)F)C1CCN(Cc2ncc[nH]c2=O)CC1. RXN SMILES: [C:1]([O:2][CH2:3][CH3:4])(=[O:5])[CH3:6].[C:8]([CH3:9])([CH3:10])([CH3:11])[O:12][c:13]1[c:14]([CH2:19][N:20]2[CH2:21][CH2:22][CH:23]([C:26]([CH2:27][c:28]3[c:29]([C:34]([F:35])([F:36])[F:37])[cH:30][cH:31][cH:32][cH:33]3)=[O:38])[CH2:24][CH2:25]2)[n:15][cH:16][cH:17][n:18]1.[Cl:41][CH2:42][Cl:43].[ClH:7].[Na+:40].[OH-:39]>>[O:12]=[c:13]1[c:14]([CH2:19][N:20]2[CH2:21][CH2:22][CH:23]([C:26]([CH2:27][c:28]3[c:29]([C:34]([F:35])([F:36])[F:37])[cH:30][cH:31][cH:32][cH:33]3)=[O:38])[CH2:24][CH2:25]2)[n:15][cH:16][cH:17][nH:18]1.